Dataset: the Open Reaction Database (ORD), a public repository of structured organic reaction records. Task: describe an organic reaction: reactants, conditions, products, and yield Reactants: C(#N)C(C)CCCCCCCCCC (2-cyanododecane), NCCO (2-aminoethanol). Reagents/catalysts: O.O.C(C)(=O)[O-].[Cd+2].C(C)(=O)[O-] (cadmium acetate dihydrate). The solvent is C(CCC)O (1-butanol). The product is CC(CCCCCCCCCC)C=1OCCN1 (2-(2-dodecyl)-2-oxazoline). RXN SMILES: [C:1]([CH:3]([CH2:5][CH2:6][CH2:7][CH2:8][CH2:9][CH2:10][CH2:11][CH2:12][CH2:13][CH3:14])[CH3:4])#[N:2].N[CH2:16][CH2:17][OH:18]>C(O)CCC.O.O.C([O-])(=O)C.[Cd+2].C([O-])(=O)C>[CH3:4][CH:3]([C:1]1[O:18][CH2:17][CH2:16][N:2]=1)[CH2:5][CH2:6][CH2:7][CH2:8][CH2:9][CH2:10][CH2:11][CH2:12][CH2:13][CH3:14] |f:3.4.5.6.7|. Procedure: 100 mmoles of 2-cyanododecane is treated with 120 mmoles of 2-aminoethanol in 50 ml of 1-butanol in presence of 2.5 mmoles of cadmium acetate dihydrate as outlined under Example 1 to give 2-(2-dodecyl)-2-oxazoline. The reactants are C(Cl)Cl (CH2Cl2), BrBr (Bromine), S1C(=C(C=C1)C=O)C=O (2,3-thiophenedicarboxaldehyde), BrC=1C(=C(SC1Br)C=O)C=O (4,5-dibromo-2,3-thiophenedicarboxaldehyde), BrC=1C(=C(SC1Br)C=O)C=O (4,5-dibromo-2,3-thiophenedicarboxaldehyde). Solvent: hexanes, C(C)(=O)O (acetic acid). Conditions: temperature 70 celsius, time 8 hour. Yields the product BrC1=CC(=C(S1)C=O)C=O (5-Bromo-2,3-thiophenedicarboxaldehyde). RXN SMILES: BrBr.S1C=CC(C=O)=C1C=O.Br[C:13]1[C:14]([CH:21]=[O:22])=[C:15]([CH:19]=[O:20])[S:16][C:17]=1[Br:18].C(Cl)Cl>C(O)(=O)C>[Br:18][C:17]1[S:16][C:15]([CH:19]=[O:20])=[C:14]([CH:21]=[O:22])[CH:13]=1. Procedure: Bromine (1.2 mL, 7.5 mmol) was added drop wise to a solution of 2,3-thiophenedicarboxaldehyde (1.0 g, 7.1 mmol) in 20 mL of glacial acetic acid. The reaction mixture was stirred overnight at 70° C. and then excess bromine was quenched with a saturated solution of Na2S2O3. The organic layer was extracted with CH2Cl2, dried over Na2SO4 and volatiles were removed in vacuo to obtain a mixture of 1 and 4,5-dibromo-2,3-thiophenedicarboxaldehyde 2 as a brown solid (30:65 by 1H NMR spectroscopy). Spectr... Reactants: CO, ClCCl, Cl, CC(C)N(Cc1ccc(-c2ccc(CNC3COC(C)(C)OC3)cc2)s1)c1ccc(F)cc1. Yields the product CC(C)N(Cc1ccc(-c2ccc(CNC(CO)CO)cc2)s1)c1ccc(F)cc1. Reaction SMILES: [CH3:34][OH:35].[Cl:37][CH2:38][Cl:39].[ClH:36].[F:1][c:2]1[cH:3][cH:4][c:5]([N:8]([CH:9]([CH3:10])[CH3:11])[CH2:12][c:13]2[cH:14][cH:15][c:16](-[c:18]3[cH:19][cH:20][c:21]([CH2:22][NH:23][CH:24]4[CH2:25][O:26][C:27]([CH3:30])([CH3:31])[O:28][CH2:29]4)[cH:32][cH:33]3)[s:17]2)[cH:6][cH:7]1>>[F:1][c:2]1[cH:3][cH:4][c:5]([N:8]([CH:9]([CH3:10])[CH3:11])[CH2:12][c:13]2[cH:14][cH:15][c:16](-[c:18]3[cH:19][cH:20][c:21]([CH2:22][NH:23][CH:24]([CH2:25][OH:26])[CH2:29][OH:28])[cH:32][cH:33]3)[s:17]2)[cH:6][cH:7]1. Reactants: CC(=O)O, [BH3-]C#N, N#Cc1cccc(C=O)c1, CNC, CO, [Na+]. Product: CN(C)Cc1cccc(C#N)c1. RXN SMILES: [C:11]([OH:12])(=[O:13])[CH3:14].[C:18]([BH3-:19])#[N:20].[C:1](#[N:2])[c:3]1[cH:4][c:5]([CH:6]=[O:7])[cH:8][cH:9][cH:10]1.[CH3:15][NH:16][CH3:17].[CH3:22][OH:23].[Na+:21]>>[C:1](#[N:2])[c:3]1[cH:4][c:5]([CH2:6][N:16]([CH3:15])[CH3:17])[cH:8][cH:9][cH:10]1. Starting materials: COC(=O)c1ccc2c(c1)CN(Cc1ccccc1)C2, CO, Cl, [H][H]. Yields the product Cl, COC(=O)c1ccc2c(c1)CNC2. Reaction SMILES: [CH2:2]([c:3]1[cH:4][cH:5][cH:6][cH:7][cH:8]1)[N:9]1[CH2:10][c:11]2[cH:12][cH:13][c:14]([C:18](=[O:19])[O:20][CH3:21])[cH:15][c:16]2[CH2:17]1.[CH3:24][OH:25].[ClH:1].[H:22][H:23]>>[ClH:1].[NH:9]1[CH2:10][c:11]2[cH:12][cH:13][c:14]([C:18](=[O:19])[O:20][CH3:21])[cH:15][c:16]2[CH2:17]1.